This data is from the Open Reaction Database (ORD), a public repository of structured organic reaction records. The task is: describe an organic reaction: reactants, conditions, products, and yield Reaction SMILES: [BrH:1].[C:16](=[O:17])([OH:18])[O-:19].[CH2:36]1[c:37]2[c:38]([cH:39][cH:40][cH:41][cH:42]2)[CH2:43][CH2:44][NH:45]1.[CH3:21][O:22][c:23]1[cH:24][c:25]([C:26](=[O:27])[Cl:28])[cH:29][c:30]([O:34][CH3:35])[c:31]1[O:32][CH3:33].[K+:20].[NH2:2][c:3]1[c:4]2[c:9]([cH:10][cH:11][cH:12]1)[CH2:8][N:7]([CH2:13][CH2:14][CH3:15])[CH2:6][CH2:5]2.[cH:46]1[cH:47][cH:48][cH:49][cH:50][cH:51]1>>[NH:2]([c:3]1[c:4]2[c:9]([cH:10][cH:11][cH:12]1)[CH2:8][N:7]([CH2:13][CH2:14][CH3:15])[CH2:6][CH2:5]2)[C:26]([c:25]1[cH:24][c:23]([O:22][CH3:21])[c:31]([O:32][CH3:33])[c:30]([O:34][CH3:35])[cH:29]1)=[O:27]. Reactants: Br, O=C([O-])O, c1ccc2c(c1)CCNC2, COc1cc(C(=O)Cl)cc(OC)c1OC, [K+], CCCN1CCc2c(N)cccc2C1, c1ccccc1. Product: CCCN1CCc2c(cccc2NC(=O)c2cc(OC)c(OC)c(OC)c2)C1. Starting materials: [N+](=O)([O-])C1=CC=C(C(C#N)=C1)N (5-nitroanthranilonitrile), [N+](=O)([O-])C1=CC=C(C(=O)Cl)C=C1 (p-nitrobenzoyl chloride), N1=CC=CC=C1 (pyridine). Product: C(#N)C1=C(C(=O)NC2=CC=C(C=C2)[N+](=O)[O-])C=CC(=C1)[N+](=O)[O-] (2-Cyano-4,4'-dinitrobenzanilide). RXN SMILES: [N+:1]([C:4]1[CH:11]=[C:8](C#N)[C:7]([NH2:12])=[CH:6][CH:5]=1)([O-:3])=[O:2].[N+:13]([C:16]1[CH:24]=[CH:23][C:19]([C:20](Cl)=[O:21])=[CH:18][CH:17]=1)([O-:15])=[O:14].[N:25]1C=CC=C[CH:26]=1>>[C:26]([C:23]1[CH:24]=[C:16]([N+:13]([O-:15])=[O:14])[CH:17]=[CH:18][C:19]=1[C:20]([NH:12][C:7]1[CH:6]=[CH:5][C:4]([N+:1]([O-:3])=[O:2])=[CH:11][CH:8]=1)=[O:21])#[N:25]. Reported procedure: To a stirred solution of 16.3 gm. (0.1 mole) of 5-nitroanthranilonitrile in 100 ml. of dry pyridine is added 18.56 gm. (0.1 mole) of p-nitrobenzoyl chloride. The reaction mixture is refluxed for three hours. The pyridine is distilled in vacuo. The oily residue is poured into 600 ml. of water and is distilled in vacuo. The oily residue is poured into 600 ml. of water and the precipitate removed by filtration. The precipitate is boiled with 1500 ml. of ethanol. The insoluble material is removed by... Starting materials: Cc1cc(C)c2c(c1O)C(=O)C(c1ccccc1)C2, CCOCC, ClCCl, NCc1ccccc1. Yields the product Cc1cc(C)c2c(c1O)C(NCc1ccccc1)=C(c1ccccc1)C2. As a reaction SMILES: [CH3:1][c:2]1[c:3]2[c:7]([c:8]([OH:12])[c:9]([CH3:11])[cH:10]1)[C:6](=[O:13])[CH:5]([c:14]1[cH:15][cH:16][cH:17][cH:18][cH:19]1)[CH2:4]2.[CH3:28][CH2:29][O:30][CH2:31][CH3:32].[Cl:33][CH2:34][Cl:35].[NH2:20][CH2:21][c:22]1[cH:23][cH:24][cH:25][cH:26][cH:27]1>>[CH3:1][c:2]1[c:3]2[c:7]([c:8]([OH:12])[c:9]([CH3:11])[cH:10]1)[C:6]([NH:20][CH2:21][c:22]1[cH:23][cH:24][cH:25][cH:26][cH:27]1)=[C:5]([c:14]1[cH:15][cH:16][cH:17][cH:18][cH:19]1)[CH2:4]2. The reactants are NC1=CC(=C(NC1=O)C(=O)OCC)C(=O)OCC (Diethyl 5-amino-1,6-dihydro-6-oxo-pyridine-2,3-dicarboxylate), C(C)OC(CC)(OCC)OCC (triethylorthopropionate), C1(=CC=C(C=C1)S(=O)(=O)O)C (p-toluenesulfonic acid). Yields the product C(C)C=1OC2=NC(=C(C=C2N1)C(=O)OCC)C(=O)OCC (diethyl 2-ethyloxazolo[5,4-b]pyridine-5,6-dicarboxylate). Yield: 84.8%. RXN SMILES: [NH2:1][C:2]1[C:7](=[O:8])[NH:6][C:5]([C:9]([O:11][CH2:12][CH3:13])=[O:10])=[C:4]([C:14]([O:16][CH2:17][CH3:18])=[O:15])[CH:3]=1.C(O[C:22](OCC)(OCC)[CH2:23][CH3:24])C.C1(C)C=CC(S(O)(=O)=O)=CC=1>>[CH2:23]([C:24]1[O:8][C:7]2[C:2]([N:1]=1)=[CH:3][C:4]([C:14]([O:16][CH2:17][CH3:18])=[O:15])=[C:5]([C:9]([O:11][CH2:12][CH3:13])=[O:10])[N:6]=2)[CH3:22]. Reported procedure: Diethyl 5-amino-1,6-dihydro-6-oxo-pyridine-2,3-dicarboxylate (7.57 g, 0.030 mol), is suspended in 60 mL triethylorthopropionate (TEOP 0.30 mol). A small amount of p-toluenesulfonic acid is added and the mixture is heated at reflux for 65 hours. The triethyorthopropionate is removed in vacuo and the resulting oil is purified by column chromatography. The tractions containing the pure desired product are combined and striped to a honey-colored oil weighing 7.38 g, yield 84.8%. The reactants are FC(C=1C=C(C(=O)Cl)C=CC1)(F)F (3-(trifluoromethyl)benzoyl chloride), N[C@H]1[C@@H](CN(CC1)C(CC(C(=O)N(C)C)(C1=CC=CC=C1)C1=CC=CC=C1)C)O (trans-4-amino-3-hydroxy-N,N,γ-trimethyl-α,αdiphenyl-1-piperidinebutanamide), C([O-])([O-])=O.[Na+].[Na+] (sodium carbonate). Solvent: ClC(Cl)Cl (trichloromethane), ClC(Cl)Cl (trichloromethane), O (water), C(C)N(CC)CC (N,N-diethylethanamine). The product is O[C@@H]1CN(CC[C@H]1NC(C1=CC(=CC=C1)C(F)(F)F)=O)C(CC(C(=O)N(C)C)(C1=CC=CC=C1)C1=CC=CC=C1)C (trans-3-hydroxy-N,N,γ-trimethyl-α,α-diphenyl-4-[[3-(trifluoromethyl)benzoyl]amino]-1-piperidinebutanamide). Isolated yield 86.3%. As a reaction SMILES: [NH2:1][C@@H:2]1[CH2:7][CH2:6][N:5]([CH:8]([CH3:28])[CH2:9][C:10]([C:22]2[CH:27]=[CH:26][CH:25]=[CH:24][CH:23]=2)([C:16]2[CH:21]=[CH:20][CH:19]=[CH:18][CH:17]=2)[C:11]([N:13]([CH3:15])[CH3:14])=[O:12])[CH2:4][C@H:3]1[OH:29].[F:30][C:31]([F:42])([F:41])[C:32]1[CH:33]=[C:34]([CH:38]=[CH:39][CH:40]=1)[C:35](Cl)=[O:36].C(=O)([O-])[O-].[Na+].[Na+]>O.ClC(Cl)Cl.C(N(CC)CC)C>[OH:29][C@H:3]1[C@H:2]([NH:1][C:35](=[O:36])[C:34]2[CH:38]=[CH:39][CH:40]=[C:32]([C:31]([F:30])([F:41])[F:42])[CH:33]=2)[CH2:7][CH2:6][N:5]([CH:8]([CH3:28])[CH2:9][C:10]([C:22]2[CH:27]=[CH:26][CH:25]=[CH:24][CH:23]=2)([C:16]2[CH:17]=[CH:18][CH:19]=[CH:20][CH:21]=2)[C:11]([N:13]([CH3:15])[CH3:14])=[O:12])[CH2:4]1 |f:2.3.4|. Reported procedure: To a stirred and cooled solution of 4 parts of trans-4-amino-3-hydroxy-N,N,γ-trimethyl-α,αdiphenyl-1-piperidinebutanamide in 120 parts of trichloromethane were added 1.26 parts of N,N-diethylethanamine. A solution of 2.3 parts of 3-(trifluoromethyl)benzoyl chloride in 75 parts of trichloromethane was added dropwise. Upon completion, the reaction mixture was stirred overnight at room temperature. A solution of sodium carbonate in water was added. The separated organic layer was washed with water,... The reactants are Cl (hydrochloric acid), CC1=C(OC=C1)C(=O)OC (methyl 3-methyl-2-furancarboxylate), [OH-].[Na+] (sodium hydroxide), O (water). Solvent: C(C)O (ethanol). Product: CC1=C(OC=C1)C(=O)O (3-Methyl-2-furancarboxylic acid). As a reaction SMILES: [CH3:1][C:2]1[CH:6]=[CH:5][O:4][C:3]=1[C:7]([O:9]C)=[O:8].[OH-].[Na+].O.Cl>C(O)C>[CH3:1][C:2]1[CH:6]=[CH:5][O:4][C:3]=1[C:7]([OH:9])=[O:8] |f:1.2|. Procedure: 3-Methyl-2-furancarboxylic acid (41 g, m.p. 136°-138° C.) was prepared by refluxing methyl 3-methyl-2-furancarboxylate 54g, (Organic Synthesis, Coll. Vol. IV, p. 649), sodium hydroxide (20 g), water (100 ml) and ethanol (100 ml), then cooling and acidifying with concentrated hydrochloric acid.